Dataset: the Open Reaction Database (ORD), a public repository of structured organic reaction records. Task: describe an organic reaction: reactants, conditions, products, and yield Reactants: CC(C)([O-])C.[K+] (Potassium tert-butoxide), ClC=1C=NC(NC1)=O (5-chloropyrimidin-2-one), resultant mixture, BrCS(=O)C1=CC=C(C=C1)Cl (1-bromomethylsulfinyl-4-chlorobenzene). Solvent: CN(C)C=O (DMF), CN(C)C=O (DMF). Product: ClC1=CC=C(C=C1)S(=O)CN1C(N=CC(=C1)Cl)=O (1(4-Chlorophenylsulfinyl)methyl-5-chloropyrimidin-2-one). RXN SMILES: CC(C)([O-])C.[K+].[Cl:7][C:8]1[CH:9]=[N:10][C:11](=[O:14])[NH:12][CH:13]=1.Br[CH2:16][S:17]([C:19]1[CH:24]=[CH:23][C:22]([Cl:25])=[CH:21][CH:20]=1)=[O:18]>CN(C=O)C>[Cl:25][C:22]1[CH:23]=[CH:24][C:19]([S:17]([CH2:16][N:10]2[CH:9]=[C:8]([Cl:7])[CH:13]=[N:12][C:11]2=[O:14])=[O:18])=[CH:20][CH:21]=1 |f:0.1|. Procedure: Potassium tert-butoxide (4 mmol) in DMF (10 ml) was added to a solution of 5-chloropyrimidin-2-one (4 mmol) in DMF (40 ml). The mixture was stirred at room temperature for 10 min before 1-bromomethylsulfinyl-4-chlorobenzene (see Preparation 5) (4 mmol) was added. The resultant mixture was stirred at 60° C. for 2 days, the solvent distilled off at reduced pressure, the residue triturated with water, the insoluble material dried and washed with a little chloroform before recrystallization from DMS... Starting materials: FC1=CC=C(C=C1)C(=C(CO)C1=NN=NN1C(C)C)C1=CC=C(C=C1)F (3,3-Bis(4-fluorophenyl)-2-[1-(1-methylethyl)-1H-tetrazol-5-yl]-2-propenol), [Cr](=O)(=O)([O-])Cl.[NH+]1=CC=CC=C1 (pyridinium chlorchromate). The solvent is C(Cl)Cl (methylene chloride). Yields the product FC1=CC=C(C=C1)C(=C(C=O)C1=NN=NN1C(C)C)C1=CC=C(C=C1)F (3,3-Bis(4-fluorophenyl)-2-[1-(1-methylethyl)-1H-tetrazol-5-yl]-2-propenal). The yield is 53.4%. Reaction SMILES: [F:1][C:2]1[CH:7]=[CH:6][C:5]([C:8]([C:20]2[CH:25]=[CH:24][C:23]([F:26])=[CH:22][CH:21]=2)=[C:9]([C:12]2[N:16]([CH:17]([CH3:19])[CH3:18])[N:15]=[N:14][N:13]=2)[CH2:10][OH:11])=[CH:4][CH:3]=1.[Cr](Cl)([O-])(=O)=O.[NH+]1C=CC=CC=1>C(Cl)Cl>[F:1][C:2]1[CH:7]=[CH:6][C:5]([C:8]([C:20]2[CH:25]=[CH:24][C:23]([F:26])=[CH:22][CH:21]=2)=[C:9]([C:12]2[N:16]([CH:17]([CH3:19])[CH3:18])[N:15]=[N:14][N:13]=2)[CH:10]=[O:11])=[CH:4][CH:3]=1 |f:1.2|. Procedure: The allylic alcohol (0.96 g) prepared in Step C was dissolved in 45 mL of dry methylene chloride at room temperature and to this vigorousy stirred solution was added 0.64 g (2.96 mmoles) pyridinium chlorchromate in one single portion. After the reaction mixture was stirred for four hours an analytical TLC eluted once with 10% EtOAc in hexanes (v/v) and twice with 20% EtOAc in hexanes (v/v) showed one major product spot at Rf =0.22. The crude mixture was poured onto a bed of silica gel about 1/2 ... Starting materials: C(C)C1=CC=NC=C1 (4-ethylpyridine), FC1=CC=C(CCBr)C=C1 (4-fluorophenethyl bromide). Product: FC1=CC=C(C=C1)CCC(C)C1=CC=NC=C1 (1-(4-fluorophenyl)-3-(4-pyridyl)-butane). Yield: 77.9%. As a reaction SMILES: [CH2:1]([C:3]1[CH:8]=[CH:7][N:6]=[CH:5][CH:4]=1)[CH3:2].[F:9][C:10]1[CH:18]=[CH:17][C:13]([CH2:14][CH2:15]Br)=[CH:12][CH:11]=1>>[F:9][C:10]1[CH:18]=[CH:17][C:13]([CH2:14][CH2:15][CH:1]([C:3]2[CH:8]=[CH:7][N:6]=[CH:5][CH:4]=2)[CH3:2])=[CH:12][CH:11]=1. Reported procedure: 1.0 g (9.35 mmol) of 4-ethylpyridine and 1.90 g (9.35 mmol) of 4-fluorophenethyl bromide were reacted in the same manner as in Example 1. The reaction product was purified to obtain 1.67 g of the desired compound (yield: 77.9%). The resulting compound was identified as 1-(4-fluorophenyl)-3-(4-pyridyl)-butane (hereinafter referred to as compound 5) by the following analytical results. Starting materials: compound, N1=CN=C2NC=NC2=C1N (9H-purin-6-amine), C(=O)([O-])[O-].[K+].[K+] (K2CO3), BrC(C)C=1OC(C2=CC=CC=C2C1C1=CC(=CC=C1)F)=O (3-(1-bromoethyl)-4-(3-fluorophenyl)-1H-isochromen-1-one), BrC(C)C=1OC(C2=CC=CC=C2C1C1=CC(=CC=C1)F)=O (3-(1-bromoethyl)-4-(3-fluorophenyl)-1H-isochromen-1-one). Product: NC1=C2N=CN(C2=NC=N1)C(C)C=1OC(C2=CC=CC=C2C1C1=CC(=CC=C1)F)=O (3-(1-(6-Amino-9H-purin-9-yl)ethyl)-4-(3-fluorophenyl)-1H-isochromen-1-one). Isolated yield 37.0%. Reaction SMILES: Br[CH:2]([C:4]1[O:5][C:6](=[O:21])[C:7]2[C:12]([C:13]=1[C:14]1[CH:19]=[CH:18][CH:17]=[C:16]([F:20])[CH:15]=1)=[CH:11][CH:10]=[CH:9][CH:8]=2)[CH3:3].[N:22]1[C:30]([NH2:31])=[C:29]2[C:25]([NH:26][CH:27]=[N:28]2)=[N:24][CH:23]=1.C([O-])([O-])=O.[K+].[K+]>>[NH2:31][C:30]1[N:22]=[CH:23][N:24]=[C:25]2[C:29]=1[N:28]=[CH:27][N:26]2[CH:2]([C:4]1[O:5][C:6](=[O:21])[C:7]2[C:12]([C:13]=1[C:14]1[CH:19]=[CH:18][CH:17]=[C:16]([F:20])[CH:15]=1)=[CH:11][CH:10]=[CH:9][CH:8]=2)[CH3:3] |f:2.3.4|. Procedure: The title compound was made in a similar way as that of the compound of example 1, using 3-(1-bromoethyl)-4-(3-fluorophenyl)-1H-isochromen-1-one (intermediate C6, 70 mg, 0.202 mmol), 9H-purin-6-amine (54.5 mg, 0.403 mmol) and K2CO3 (55.7 mg, 0.403 mmol) to give the title compound (30 mg, 37.1%).